Task: describe an organic reaction: reactants, conditions, products, and yield. Dataset: the Open Reaction Database (ORD), a public repository of structured organic reaction records Starting materials: COC1=C(CN(S(=O)(=O)C2=C(C=C(C(=C2)C)O[C@@H]2[C@H](CCC2)C2=CC=NN2C)F)C2=NC=NC=C2)C=CC(=C1)OC (N-(2,4-dimethoxybenzyl)-2-fluoro-5-methyl-4-{[(1S*,2R*)-2-(1-methyl-1H-pyrazol-5-yl)cyclopentyl]oxy}-N-(pyrimidin-4-yl)benzenesulfonamide), C(C)[SiH](CC)CC (triethylsilane), FC(C(=O)O)(F)F (trifluoroacetic acid). The solvent is ClCCl (dichloromethane). Product: FC1=C(C=C(C(=C1)O[C@@H]1[C@H](CCC1)C1=CC=NN1C)C)S(=O)(=O)NC1=NC=NC=C1 (2-Fluoro-5-methyl-4-{[(1S*,2R*)-2-(1-methyl-1H-pyrazol-5-yl)cyclopentyl]oxy}-N-(pyrimidin-4-yl)benzenesulfonamide). Yield: 109.1%. Reaction SMILES: COC1C=C(OC)C=CC=1C[N:6]([C:30]1[CH:35]=[CH:34][N:33]=[CH:32][N:31]=1)[S:7]([C:10]1[CH:15]=[C:14]([CH3:16])[C:13]([O:17][C@H:18]2[CH2:22][CH2:21][CH2:20][C@@H:19]2[C:23]2[N:27]([CH3:28])[N:26]=[CH:25][CH:24]=2)=[CH:12][C:11]=1[F:29])(=[O:9])=[O:8].C([SiH](CC)CC)C.FC(F)(F)C(O)=O>ClCCl>[F:29][C:11]1[CH:12]=[C:13]([O:17][C@H:18]2[CH2:22][CH2:21][CH2:20][C@@H:19]2[C:23]2[N:27]([CH3:28])[N:26]=[CH:25][CH:24]=2)[C:14]([CH3:16])=[CH:15][C:10]=1[S:7]([NH:6][C:30]1[CH:35]=[CH:34][N:33]=[CH:32][N:31]=1)(=[O:8])=[O:9]. Reported procedure: The reaction and aftertreatment were conducted in the same manner as in Example 1b by using the N-(2,4-dimethoxybenzyl)-2-fluoro-5-methyl-4-{[(1S*,2R*)-2-(1-methyl-1H-pyrazol-5-yl)cyclopentyl]oxy}-N-(pyrimidin-4-yl)benzenesulfonamide (0.20 g, 0.34 mmol) prepared in Example 43b, triethylsilane (0.10 mL), trifluoroacetic acid (0.50 mL) and dichloromethane (4.0 mL), to yield the title compound (0.16 g, 98%) as a colorless amorphous solid. The reactants are [N+](=O)([O-])C1=CC(=NC=C1)COC(C)=O (Acetic acid 4-nitro-pyridin-2-ylmethyl ester), [OH-].[Na+] (sodium hydroxide). The solvent is CO (methanol). Run at time 30 minute. The product is [N+](=O)([O-])C1=CC(=NC=C1)CO ((4-Nitro-pyridin-2-yl)-methanol). As a reaction SMILES: [N+:1]([C:4]1[CH:9]=[CH:8][N:7]=[C:6]([CH2:10][O:11]C(=O)C)[CH:5]=1)([O-:3])=[O:2].[OH-].[Na+]>CO>[N+:1]([C:4]1[CH:9]=[CH:8][N:7]=[C:6]([CH2:10][OH:11])[CH:5]=1)([O-:3])=[O:2] |f:1.2|. Reported procedure: To a solution of acetic acid 4-nitro-pyridin-2-ylmethyl ester (16)(0.49 g, 2.5 mmol) in methanol (5 mL), was added a solution of sodium hydroxide (2N, 1.6 mL) and the reaction was stirred for 30 minutes and then concentrated in vacuo. The residue was diluted with water (10 mL) and extracted with ethyl acetate (2×10 mL). The combined extracts were washed with brine (10 mL) and concentrated in vacuo to afford a crude oil which solidified upon standing. Single peak in LC-MS analysis, (0.13 g 33%); ... The reactants are CC1=NN(C=C1N)C, CN1CCC2=C(C1=O)C(=CC=C2)NC3=CC(=NC=C3C#N)Cl. The reagents and catalysts are C(=O)([O-])[O-].[Cs+].[Cs+], CC1(C2=C(C(=CC=C2)P(C3=CC=CC=C3)C4=CC=CC=C4)OC5=C1C=CC=C5P(C6=CC=CC=C6)C7=CC=CC=C7)C, CC(=O)O.CC(=O)O.[Pd]. The solvent is C1COCCO1. Run at temperature 90 celsius. Yields the product CC1=NN(C=C1NC2=NC=C(C(=C2)NC3=CC=CC4=C3C(=O)N(CC4)C)C#N)C. Isolated yield 7.3%. Procedure details: 6-chloro-4-(2-methyl-1-oxo-1,2,3,4-tetrahydroisoquinolin-8-ylamino)nicotinonitrile (595 mg, 1.90 mmol), Palladium(II) acetate (34.2 mg, 0.15 mmol), 9,9-Dimethyl-4,5-bis(diphenylphosphino)xanthene (132 mg, 0.23 mmol), 1,3-dimethyl-1H-pyrazol-4-amine (423 mg, 3.80 mmol) and Cesium carbonate (744 mg, 2.28 mmol) were suspended in dioxane (40 mL). The reaction was purged for 5 mins with nitrogen and then heated to 90 °C for 2 hour with stirring. The reaction was cooled to RT.  The crude product was p... The reactants are N(=O)OC(C)(C)C (tert.-butyl nitrite), [Br-] (bromide), C(C)(C)(C)OC(=O)N1CCC2=C(CC1)SC(=N2)N (2-amino-4,5,7,8-tetrahydro-thiazolo[4,5-d]-azepine-6-carboxylic acid tert-butyl ester). The solvent is C(C)#N (acetonitrile). Conditions: time 10 minute. Yields the product BrC=1SC2=C(CCNCC2)N1 (2-Bromo-5,6,7,8-tetrahydro-4H-thiazolo[4,5-d]azepine). Reaction SMILES: N(OC(C)(C)C)=O.[Br-:8].C(OC([N:16]1[CH2:22][CH2:21][C:20]2[S:23][C:24](N)=[N:25][C:19]=2[CH2:18][CH2:17]1)=O)(C)(C)C>C(#N)C>[Br:8][C:24]1[S:23][C:20]2[CH2:21][CH2:22][NH:16][CH2:17][CH2:18][C:19]=2[N:25]=1. Procedure: 238 μl tert.-butyl nitrite was added to 447 mg cupper (II) bromide in 50 mL acetonitrile. The reaction was stirred 10 min. at RT and then 270 mg 2-amino-4,5,7,8-tetrahydro-thiazolo[4,5-d]-azepine-6-carboxylic acid tert-butyl ester was added. The reaction was stirred 30 min. at 60° C. The reaction was purified by HPLC. The residue was dissolved in 10 mL dichlormethane and 10 mL trifluor acetic acid and stirred at RT for 1 h. The mixture was evaporated to give 112 mg of the desired product. Rt: 0.... The reactants are BrCCCCCC (1-bromohexane), BrC1=C(C=C(C=C1)O)F (4-bromo-3-fluorophenol), C([O-])([O-])=O.[K+].[K+] (potassium carbonate). The solvent is CC(=O)C (acetone), CC(=O)C (acetone). Product: C(CCCCC)OC1=CC(=C(C=C1)Br)F (4-n-Hexyloxy-2-fluorobromobenzene). RXN SMILES: Br[CH2:2][CH2:3][CH2:4][CH2:5][CH2:6][CH3:7].[Br:8][C:9]1[CH:14]=[CH:13][C:12]([OH:15])=[CH:11][C:10]=1[F:16].C(=O)([O-])[O-].[K+].[K+]>CC(C)=O>[CH2:2]([O:15][C:12]1[CH:13]=[CH:14][C:9]([Br:8])=[C:10]([F:16])[CH:11]=1)[CH2:3][CH2:4][CH2:5][CH2:6][CH3:7] |f:2.3.4|. Procedure: A solution of 1-bromohexane (9.33 g) in acetone (20 ml) is added dropwise to a stirred mixture of 4-bromo-3-fluorophenol (9.00 g) and potassium carbonate (13.5 g) in acetone 75 ml) at room temperature. The stirred mixture is heated under reflux for 21 h (i.e. until glc analysis revealed a complete reaction). The product is extracted into ether twice, and the combined ether extracts are washed with water, 10% sodium hydroxide, water and dried (MgSO4). The solvent is removed under vacuo and the re... The reactants are [Si](C)(C)(C(C)(C)C)OCC1=CC=C(C=C1)C=1C(=C2C=CC=CN2C1)CC (2-(4-(tert-Butyldimethylsilanyloxymethyl)phenyl)-1-ethylindolizine), CC(C#C)=O (3-butyn-2-one). Yields the product C(C)(=O)C=1C=C2C(=C(C3=CC=CC1N23)CC)C2=CC=C(C=C2)CO[Si](C)(C)C(C)(C)C (4-acetyl-2-(4-(tert-butyldimethylsilanyloxymethyl)phenyl)-1-ethylpyrrolo[2,1,5-cd]indolizine). Yield: 45.0%. Reaction SMILES: [Si:1]([O:8][CH2:9][C:10]1[CH:15]=[CH:14][C:13]([C:16]2[C:17]([CH2:25][CH3:26])=[C:18]3[N:23]([CH:24]=2)[CH:22]=[CH:21][CH:20]=[CH:19]3)=[CH:12][CH:11]=1)([C:4]([CH3:7])([CH3:6])[CH3:5])([CH3:3])[CH3:2].[CH3:27][C:28](=[O:31])[C:29]#[CH:30]>>[C:28]([C:29]1[CH:30]=[C:24]2[N:23]3[C:18](=[CH:19][CH:20]=[CH:21][C:22]=13)[C:17]([CH2:25][CH3:26])=[C:16]2[C:13]1[CH:14]=[CH:15][C:10]([CH2:9][O:8][Si:1]([C:4]([CH3:7])([CH3:6])[CH3:5])([CH3:2])[CH3:3])=[CH:11][CH:12]=1)(=[O:31])[CH3:27]. Procedure: 2-(4-(tert-Butyldimethylsilanyloxymethyl)phenyl)-1-ethylindolizine was reacted with 3-butyn-2-one by the general synthetic principles outlined in example 73, step 1, to afford 4-acetyl-2-(4-(tert-butyldimethylsilanyloxymethyl)phenyl)-1-ethylpyrrolo[2,1,5-cd]indolizine in 45% yield. 1H-NMR (CDCl3, 200 MHz) δ: 0.17 (s, 6H); 0.99 (s, 9H); 1.47 (t, 3H); 2.72 (s, 3H); 3.22 (q, 2H); 4.86 (s, 2H); 7.51 (d, 2H); 7.74 (d, 2H); 7.80-7.96 (m, 3H); 8.48 (dd, 1H).